This data is from the Open Reaction Database (ORD), a public repository of structured organic reaction records. The task is: describe an organic reaction: reactants, conditions, products, and yield The reactants are CCOC(Cc1ccc(-c2cccc(CNC)c2)cc1)C(=O)OC, [Cl-], O=C(O)c1ccc(-c2ccccc2)cc1. Yields the product CCOC(Cc1ccc(-c2cccc(CN(C)C(=O)c3ccc(-c4ccccc4)cc3)c2)cc1)C(=O)OC. Reaction SMILES: [CH2:1]([CH3:2])[O:3][CH:4]([C:5](=[O:6])[O:7][CH3:8])[CH2:9][c:10]1[cH:11][cH:12][c:13](-[c:16]2[cH:17][c:18]([CH2:22][NH:23][CH3:24])[cH:19][cH:20][cH:21]2)[cH:14][cH:15]1.[Cl-:25].[c:26]1(-[c:35]2[cH:36][cH:37][cH:38][cH:39][cH:40]2)[cH:27][cH:28][c:29]([C:32](=[O:33])[OH:34])[cH:30][cH:31]1>>[CH2:1]([CH3:2])[O:3][CH:4]([C:5](=[O:6])[O:7][CH3:8])[CH2:9][c:10]1[cH:11][cH:12][c:13](-[c:16]2[cH:17][c:18]([CH2:22][N:23]([CH3:24])[C:32]([c:29]3[cH:28][cH:27][c:26](-[c:35]4[cH:36][cH:37][cH:38][cH:39][cH:40]4)[cH:31][cH:30]3)=[O:34])[cH:19][cH:20][cH:21]2)[cH:14][cH:15]1.